From a dataset of the Open Reaction Database (ORD), a public repository of structured organic reaction records. describe an organic reaction: reactants, conditions, products, and yield The reactants are C(C1=CC=CC=C1)OC(=O)N1CCN(CC1)C=1N=CC2=C(N1)C(=CN(C2=O)CC)C=O (2-(4-benzyloxycarbonylpiperazino)-5,6-dihydro-6-ethyl-5-oxopyrido[4,3-d]pyrimidine-8-carbaldehyde), Br (hydrogen bromide). Solvent: C(C)(=O)O (acetic acid), C(C)(=O)O (acetic acid). Run at time 1 hour. Yields the product Br (Hydrogen bromide), C(C1=CC=CC=C1)Br (benzyl bromide). Reaction SMILES: [CH2:1](OC(N1CCN(C2N=CC3C(=O)N(CC)C=C(C=O)C=3N=2)CC1)=O)[C:2]1[CH:7]=[CH:6][CH:5]=[CH:4][CH:3]=1.[BrH:32]>C(O)(=O)C>[BrH:32].[CH2:1]([Br:32])[C:2]1[CH:7]=[CH:6][CH:5]=[CH:4][CH:3]=1. Procedure details: Dissolved in a 25% hydrogen bromide solution of acetic acid was 0.2 g of the 2-(4-benzyloxycarbonylpiperazino)-5,6-dihydro-6-ethyl-5-oxopyrido[4,3-d]pyrimidine-8-carbaldehyde obtained in Referential Example 20. The resulting mixture was stirred at room temperature for 1 hour. Hydrogen bromide, acetic acid and resulting benzyl bromide were distilled off under reduced pressure. After neutralizing the residue with a saturated aqueous solution of sodium carbonate, the mixture was extracted with chlo... Starting materials: O1C(OCC1)C=1SC=CN1 (2-(1,3-dioxolan-2-yl)-1,3-thiazole), CCCCCC.C(CCC)[Li] (n-butyllithium hexane), C(CC(O)(C(=O)O)CC(=O)O)(=O)O (citric acid), COC(C(C)=O)OC (1,1-dimethoxypropan-2-one). Run in O1CCCC1 (tetrahydrofuran). Reaction conditions: temperature -70 celsius, time 30 minute. Yields the product O1C(OCC1)C=1SC(=CN1)C(C(OC)OC)(C)O (2-[2-(1,3-dioxolan-2-yl)-1,3-thiazol-5-yl]-1,1-dimethoxypropan-2-ol). Isolated yield 90.2%. Reaction SMILES: [O:1]1[CH2:5][CH2:4][O:3][CH:2]1[C:6]1[S:7][CH:8]=[CH:9][N:10]=1.CCCCCC.C([Li])CCC.[CH3:22][O:23][CH:24]([O:28][CH3:29])[C:25](=[O:27])[CH3:26].C(O)(=O)CC(CC(O)=O)(C(O)=O)O>O1CCCC1>[O:1]1[CH2:5][CH2:4][O:3][CH:2]1[C:6]1[S:7][C:8]([C:25]([OH:27])([CH3:26])[CH:24]([O:28][CH3:29])[O:23][CH3:22])=[CH:9][N:10]=1 |f:1.2|. Procedure: To a solution of 2-(1,3-dioxolan-2-yl)-1,3-thiazole (1.00 g) in tetrahydrofuran (20 mL) was slowly added a 1.6M n-butyllithium hexane solution (4.5 mL) at −70° C. under a nitrogen atmosphere. The reaction mixture was stirred at −70° C. for 30 min, and 1,1-dimethoxypropan-2-one (1.50 g) was added. The reaction mixture was warmed to room temperature, 10% aqueous citric acid solution was added, and the mixture was extracted with ethyl acetate. The ethyl acetate layer was washed with saturated brine... Reactants: CCN(c1cc(Br)cc(C(=O)NCc2c(C)cc(C)[nH]c2=O)c1C)C1CCOCC1, O=C([O-])[O-], Cn1cc(B(O)O)cn1, [Na+], [Na+], C1COCCO1, O. Yields the product CCN(c1cc(-c2cnn(C)c2)cc(C(=O)NCc2c(C)cc(C)[nH]c2=O)c1C)C1CCOCC1. Reaction SMILES: [Br:1][c:2]1[cH:3][c:4]([N:22]([CH:23]2[CH2:24][CH2:25][O:26][CH2:27][CH2:28]2)[CH2:29][CH3:30])[c:5]([CH3:21])[c:6]([C:7](=[O:8])[NH:9][CH2:10][c:11]2[c:12](=[O:19])[nH:13][c:14]([CH3:18])[cH:15][c:16]2[CH3:17])[cH:20]1.[C:40](=[O:41])([O-:42])[O-:43].[CH3:31][n:32]1[n:33][cH:34][c:35]([B:37]([OH:38])[OH:39])[cH:36]1.[Na+:44].[Na+:45].[O:47]1[CH2:48][CH2:49][O:50][CH2:51][CH2:52]1.[OH2:46]>>[c:2]1(-[c:35]2[cH:34][n:33][n:32]([CH3:31])[cH:36]2)[cH:3][c:4]([N:22]([CH:23]2[CH2:24][CH2:25][O:26][CH2:27][CH2:28]2)[CH2:29][CH3:30])[c:5]([CH3:21])[c:6]([C:7](=[O:8])[NH:9][CH2:10][c:11]2[c:12](=[O:19])[nH:13][c:14]([CH3:18])[cH:15][c:16]2[CH3:17])[cH:20]1. Starting materials: COc1ccc(Cn2c(=S)[nH]c(=O)c3[nH]c(C(C)C)nc32)cc1OCc1ccccc1, CCCO. Product: COc1ccc(Cn2cnc(=O)c3[nH]c(C(C)C)nc32)cc1OCc1ccccc1. RXN SMILES: [CH2:1]([c:2]1[cH:3][cH:4][cH:5][cH:6][cH:7]1)[O:8][c:9]1[cH:10][c:11]([CH2:12][n:13]2[c:14](=[S:26])[nH:15][c:16](=[O:25])[c:17]3[nH:18][c:19]([CH:22]([CH3:23])[CH3:24])[n:20][c:21]23)[cH:27][cH:28][c:29]1[O:30][CH3:31].[CH2:32]([OH:33])[CH2:34][CH3:35]>>[CH2:1]([c:2]1[cH:3][cH:4][cH:5][cH:6][cH:7]1)[O:8][c:9]1[cH:10][c:11]([CH2:12][n:13]2[cH:14][n:15][c:16](=[O:25])[c:17]3[nH:18][c:19]([CH:22]([CH3:23])[CH3:24])[n:20][c:21]23)[cH:27][cH:28][c:29]1[O:30][CH3:31]. Starting materials: CN(C)C=O, Clc1cnc2[nH]cc(I)c2n1, [H-], [Na+], Cc1ccc(S(=O)(=O)Cl)cc1. The product is Cc1ccc(S(=O)(=O)n2cc(I)c3nc(Cl)cnc32)cc1. Reaction SMILES: [CH3:25][N:26]([CH3:27])[CH:28]=[O:29].[Cl:3][c:4]1[n:5][c:6]2[c:7]([n:8][cH:9]1)[nH:10][cH:11][c:12]2[I:13].[H-:1].[Na+:2].[S:14](=[O:15])(=[O:16])([c:17]1[cH:18][cH:19][c:20]([CH3:21])[cH:22][cH:23]1)[Cl:24]>>[Cl:3][c:4]1[n:5][c:6]2[c:7]([n:8][cH:9]1)[n:10]([S:14](=[O:15])(=[O:16])[c:17]1[cH:18][cH:19][c:20]([CH3:21])[cH:22][cH:23]1)[cH:11][c:12]2[I:13]. Starting materials: CC(C)(C)OC(=O)N1CCC(=O)CC1, CCCC[Sn](Cl)(Cl)CCCC, C1CCOC1, COC(=O)c1sc(C#CC(C)(C)C)cc1N, ClCCl, [SiH3]c1ccccc1. Yields the product COC(=O)c1sc(C#CC(C)(C)C)cc1NC1CCN(C(=O)OC(C)(C)C)CC1. Reaction SMILES: [C:17]([CH3:18])([CH3:19])([CH3:20])[O:21][C:22](=[O:23])[N:24]1[CH2:25][CH2:26][C:27](=[O:30])[CH2:28][CH2:29]1.[CH2:31]([Sn:32]([Cl:33])([Cl:34])[CH2:35][CH2:36][CH2:37][CH3:38])[CH2:39][CH2:40][CH3:41].[CH2:49]1[O:50][CH2:51][CH2:52][CH2:53]1.[CH3:1][O:2][C:3](=[O:4])[c:5]1[s:6][c:7]([C:11]#[C:12][C:13]([CH3:14])([CH3:15])[CH3:16])[cH:8][c:9]1[NH2:10].[Cl:54][CH2:55][Cl:56].[c:42]1([SiH3:43])[cH:44][cH:45][cH:46][cH:47][cH:48]1>>[CH3:1][O:2][C:3](=[O:4])[c:5]1[s:6][c:7]([C:11]#[C:12][C:13]([CH3:14])([CH3:15])[CH3:16])[cH:8][c:9]1[NH:10][CH:27]1[CH2:26][CH2:25][N:24]([C:22]([O:21][C:17]([CH3:18])([CH3:19])[CH3:20])=[O:23])[CH2:29][CH2:28]1. Reactants: Cc1ccc(S(=O)(=O)OCC2COc3ccc([N+](=O)[O-])cc3O2)cc1, CS(C)=O, NCc1ccccc1, O. The product is O=[N+]([O-])c1ccc2c(c1)OC(CNCc1ccccc1)CO2. RXN SMILES: [CH3:1][c:2]1[cH:3][cH:4][c:5]([S:6]([O:7][CH2:12][CH:13]2[CH2:14][O:15][c:16]3[c:17]([cH:19][c:20]([N+:23](=[O:24])[O-:25])[cH:21][cH:22]3)[O:18]2)(=[O:8])=[O:9])[cH:10][cH:11]1.[CH3:26][S:27]([CH3:28])=[O:29].[NH2:30][CH2:31][c:32]1[cH:33][cH:34][cH:35][cH:36][cH:37]1.[OH2:38]>>[CH2:12]([CH:13]1[CH2:14][O:15][c:16]2[c:17]([cH:19][c:20]([N+:23](=[O:24])[O-:25])[cH:21][cH:22]2)[O:18]1)[NH:30][CH2:31][c:32]1[cH:33][cH:34][cH:35][cH:36][cH:37]1.